From a dataset of the Open Reaction Database (ORD), a public repository of structured organic reaction records. describe an organic reaction: reactants, conditions, products, and yield Starting materials: CC(=O)O, CC(C)C1Cc2cc(OCC(=O)O)c(Cl)c(Cl)c2C1=O, O, O=S(=O)(Cl)Cl. The product is CC(C)C1(Cl)Cc2cc(OCC(=O)O)c(Cl)c(Cl)c2C1=O. RXN SMILES: [CH3:27][C:28](=[O:29])[OH:30].[O:1]=[C:2]1[CH:3]([CH:18]([CH3:19])[CH3:20])[CH2:4][c:5]2[cH:6][c:7]([O:13][CH2:14][C:15](=[O:16])[OH:17])[c:8]([Cl:12])[c:9]([Cl:11])[c:10]21.[OH2:26].[S:21]([Cl:22])(=[O:23])([Cl:24])=[O:25]>>[O:1]=[C:2]1[C:3]([CH:18]([CH3:19])[CH3:20])([Cl:24])[CH2:4][c:5]2[cH:6][c:7]([O:13][CH2:14][C:15](=[O:16])[OH:17])[c:8]([Cl:12])[c:9]([Cl:11])[c:10]21. Reactants: N1C(=CC=C1)C=O (pyrrole-2-carbaldehyde), CC(C)(C)[N+](=O)[O-] (1,1-dimethylnitroethane), C(C)(=O)O (acetic acid). Reagents/catalysts: [Zn] (zinc). The solvent is C(C)O (ethanol). The product is N1C(=CC=C1)C=[N+]([O-])C(C)(C)C (α-(2-pyrrolyl)-N-t-butylnitrone). RXN SMILES: [NH:1]1[CH:5]=[CH:4][CH:3]=[C:2]1[CH:6]=O.[CH3:8][C:9]([N+:12]([O-])=[O:13])([CH3:11])[CH3:10].C(O)(=O)C>C(O)C.[Zn]>[NH:1]1[CH:5]=[CH:4][CH:3]=[C:2]1[CH:6]=[N+:12]([C:9]([CH3:11])([CH3:10])[CH3:8])[O-:13]. Procedure details: To a suspension of pyrrole-2-carbaldehyde (277.8 mg, 2.92 mmol), 1,1-dimethylnitroethane (601.1 mg, 5.83 mmol) and zinc (572.5 mg, 8.76 mmol) in ethanol (4.0 ml) was added acetic acid (1.05 g, 17.5 mmol) dropwise at 5° C. while stirring. The mixture was stirred at room temperature for one day. Zinc acetate in the mixture was filtered off and the filtrate was concentrated and purified by silica gel chromatography (hexane/ethyl acetate=1/1-2/3). The solvent is C(C)(C)(C)O (tertbutanol). Reaction conditions: time 1 hour. Reactants: solution, C(C)(C)(C)OC(=O)NCC1CC2=CC(=CC=C2CC1)C=C (2-tertbutoxycarbonylaminomethyl-7-vinyl-tetraline), I(=O)(=O)(=O)[O-].[Na+] (sodium periodate), O1CCCC1 (tetrahydrofuran), O (water), O (water). Yields the product C(=O)C1=CC=C2CCC(CC2=C1)CNC(=O)OC(C)(C)C (7-formyl-2-tertbutoxycarbonylaminomethyl-tetraline). The reagents and catalysts are [Os](=O)(=O)(=O)=O (osmium tetroxide). Procedure: A 2.5% solution of osmium tetroxide in tertbutanol (2 ml) is added to a mixture of the compound obtained in step b) above (1.4 g, 0.0049 mol), sodium periodate (3.5 g), tetrahydrofuran (40 ml), and water (10 ml). The reaction mixture is stirred at room temperature under nitrogen atmosphere for 1 hour, poured into water and extracted with ethyl acetate. The organic solution is washed with water, dried over sodium sulfate and concentrated under vacuum. The dark oily product which is thus obtained ... As a reaction SMILES: [C:1]([O:5][C:6]([NH:8][CH2:9][CH:10]1[CH2:19][CH2:18][C:17]2[C:12](=[CH:13][C:14]([CH:20]=C)=[CH:15][CH:16]=2)[CH2:11]1)=[O:7])([CH3:4])([CH3:3])[CH3:2].I([O-])(=O)(=O)=[O:23].[Na+].O1CCCC1.O>C(O)(C)(C)C.[Os](=O)(=O)(=O)=O>[CH:20]([C:14]1[CH:13]=[C:12]2[C:17]([CH2:18][CH2:19][CH:10]([CH2:9][NH:8][C:6]([O:5][C:1]([CH3:4])([CH3:3])[CH3:2])=[O:7])[CH2:11]2)=[CH:16][CH:15]=1)=[O:23] |f:1.2|. Reactants: BrCc1ccccc1, COC(=O)c1[nH]c2ccccc2c1Oc1ccc(Cl)cc1[N+](=O)[O-], CCO. Yields the product COC(=O)c1c(Oc2ccc(Cl)cc2[N+](=O)[O-])c2ccccc2n1Cc1ccccc1. RXN SMILES: [Br:25][CH2:26][c:27]1[cH:28][cH:29][cH:30][cH:31][cH:32]1.[CH3:1][O:2][C:3](=[O:4])[c:5]1[nH:6][c:7]2[cH:8][cH:9][cH:10][cH:11][c:12]2[c:13]1[O:14][c:15]1[c:16]([N+:22](=[O:23])[O-:24])[cH:17][c:18]([Cl:21])[cH:19][cH:20]1.[CH3:33][CH2:34][OH:35]>>[CH3:1][O:2][C:3](=[O:4])[c:5]1[n:6]([CH2:26][c:27]2[cH:28][cH:29][cH:30][cH:31][cH:32]2)[c:7]2[cH:8][cH:9][cH:10][cH:11][c:12]2[c:13]1[O:14][c:15]1[c:16]([N+:22](=[O:23])[O-:24])[cH:17][c:18]([Cl:21])[cH:19][cH:20]1.